describe an organic reaction: reactants, conditions, products, and yield From a dataset of the Open Reaction Database (ORD), a public repository of structured organic reaction records. Starting materials: FC(C(=C(F)F)F)(F)F (Hexafluoropropene), C=CC(=O)NC(C)(C)CO (CH2═CH(CO)NHC(CH3)2CH2OH), C(=O)([O-])[O-].[Cs+].[Cs+] (Cs2CO3). Solvent: C(C)#N (acetonitrile). Reaction conditions: time 1 hour. Yields the product C=CC(=O)NC(C)(C)COC(F)(F)C(F)C(F)(F)F (CH2═CHC(O)NHC(CH3)2CH2OCF2CFHCF3). The yield is 73.1%. Reaction SMILES: [F:1][C:2]([F:9])([F:8])[C:3]([F:7])=[C:4]([F:6])[F:5].[CH2:10]=[CH:11][C:12]([NH:14][C:15]([CH2:18][OH:19])([CH3:17])[CH3:16])=[O:13].C([O-])([O-])=O.[Cs+].[Cs+]>C(#N)C>[CH2:10]=[CH:11][C:12]([NH:14][C:15]([CH2:18][O:19][C:4]([CH:3]([C:2]([F:9])([F:8])[F:1])[F:7])([F:6])[F:5])([CH3:17])[CH3:16])=[O:13] |f:2.3.4|. Procedure: Hexafluoropropene (13 g, 0.086 mol) was added over 30 minutes to a stirred mixture of CH2═CH(CO)NHC(CH3)2CH2OH (5.0 g, 0.035 mol), acetonitrile (190 mL) and Cs2CO3 (1.0 g, 0.003 mol) at 15-20° C. The resultant light yellow solution was stirred for an additional 1 h, after which TLC analysis (eluting with CH2Cl2 and CH3OH; 17:1 v/v) indicated the reaction was complete. The solution was filtered, and the filtrate concentrated under reduced pressure to give CH2═CHC(O)NHC(CH3)2CH2OCF2CFHCF3 as a lig... RXN SMILES: [C:1]1([C:3](=[CH:5][CH:6]=[CH:7][CH:8]=1)[OH:4])[OH:2].C([O-])([O-])=O.[K+].[K+].[CH2:15](Br)[CH:16]=[CH2:17].[CH3:19][C:20]([CH3:22])=O>>[CH2:15]([C:5]1[C:6]([CH2:22][CH:20]=[CH2:19])=[CH:7][CH:8]=[C:1]([OH:2])[C:3]=1[OH:4])[CH:16]=[CH2:17] |f:1.2.3|. Yields the product C(C=C)C1=C(C(=CC=C1CC=C)O)O (3,4-diallylbenzene-1,2-diol). Procedure: To a solution of pyrocatechol (Compound A) (1 g, 0.009 mol) and dry acetone (10 mL) was added dry K2CO3 (2.646 g, 0.0189 mol) in portions for 30 minutes. The stirring was continued for another hour. Allyl bromide (1.6 mL, 0.0189 mol) was added to the mixture for 30 minutes and the mixture was refluxed for 5 hours. After completion of the reaction, the solid was filtered and filtrate was concentrated and extracted with chloroform (3×50 mL), washed with brine (1×50 mL), dried over anhydrous sodium... The reactants are C(C=C)Br (Allyl bromide), C=1(O)C(O)=CC=CC1 (pyrocatechol), C=1(O)C(O)=CC=CC1 (pyrocatechol), C(=O)([O-])[O-].[K+].[K+] (K2CO3), CC(=O)C (acetone). Reaction conditions: temperature 177.5 celsius. Reactants: ClC=1C=C(C=CC1S(=O)(=O)C)\C(\C(=O)O)=N/OC1CCCC1 ((E)-(3-Chloro-4-methanesulfonyl-phenyl)-cyclopentyloxyimino-acetic acid), O-(7-Azabenzotriazole-1-yl)-N,N,N′N′-tetramethyluronium hexafluorophosphate, COC1=CC2=C(N=C(S2)N)C=C1 (6-methoxy-2-aminobenzothiazole), C(C)(C)N(C(C)C)CC (N,N-diisopropylethylamine). Solvent: C(Cl)Cl (methylene chloride). Reaction conditions: time 2 hour. Yields the product ClC=1C=C(C=CC1S(=O)(=O)C)\C(\C(=O)NC=1SC2=C(N1)C=CC(=C2)OC)=N/OC2CCCC2 ((E)-2-(3-chloro-4-methanesulfonyl-phenyl)-2-cyclopentyloxyimino-N-(6-methoxy-benzothiazol-2-yl)-acetamide). The yield is 55.0%. As a reaction SMILES: [Cl:1][C:2]1[CH:3]=[C:4](/[C:12](=[N:16]\[O:17][CH:18]2[CH2:22][CH2:21][CH2:20][CH2:19]2)/[C:13]([OH:15])=O)[CH:5]=[CH:6][C:7]=1[S:8]([CH3:11])(=[O:10])=[O:9].[CH3:23][O:24][C:25]1[CH:34]=[CH:33][C:28]2[N:29]=[C:30]([NH2:32])[S:31][C:27]=2[CH:26]=1.C(N(CC)C(C)C)(C)C>C(Cl)Cl>[Cl:1][C:2]1[CH:3]=[C:4](/[C:12](=[N:16]\[O:17][CH:18]2[CH2:22][CH2:21][CH2:20][CH2:19]2)/[C:13]([NH:32][C:30]2[S:31][C:27]3[CH:26]=[C:25]([O:24][CH3:23])[CH:34]=[CH:33][C:28]=3[N:29]=2)=[O:15])[CH:5]=[CH:6][C:7]=1[S:8]([CH3:11])(=[O:9])=[O:10]. Reported procedure: (E)-(3-Chloro-4-methanesulfonyl-phenyl)-cyclopentyloxyimino-acetic acid (prepared as in Example 1, 84 mg, 0.24 mmol), 6-methoxy-2-aminobenzothiazole (44 mg, 0.24 mmol) and N,N-diisopropylethylamine (127 μL, 0.73 mmol) were combined in methylene chloride (2 mL) and cooled in an ice bath. O-(7-Azabenzotriazole-1-yl)-N,N,N′N′-tetramethyluronium hexafluorophosphate (92 mg, 0.24 mmol) was added and the ice bath was removed. After stirring 2 h, the reaction mixture was evaporated in vacuo. The residue... The reactants are C(C)(=O)O[C@H]1[C@@H]([C@H]2CC(O[C@H]2C1)=O)CC1OCCO1 ((1S,5 R,6 R,7 R)- 7-acetoxy- 6-(2,2-ethylenedioxyethyl)-2-oxabicyclo[3.3.0]octan-3-one), C([O-])([O-])=O.[K+].[K+] (potassium carbonate), C(C)(=O)O (acetic acid). The solvent is CO (methanol). The product is C1OC(C[C@@H]2[C@H]3CC(O[C@H]3C[C@H]2O)=O)OC1 ((1S,5 R,6 R,7 R)-6-(2,2-ethylenedioxyethyl)-7-hydroxy-2-oxabicyclo[3.3.0]octan-3-one). Reaction SMILES: C([O:4][C@@H:5]1[CH2:12][C@H:11]2[C@H:7]([CH2:8][C:9](=[O:13])[O:10]2)[C@H:6]1[CH2:14][CH:15]1[O:19][CH2:18][CH2:17][O:16]1)(=O)C.C(=O)([O-])[O-].[K+].[K+].C(O)(=O)C>CO>[CH2:17]1[CH2:18][O:19][CH:15]([CH2:14][C@H:6]2[C@H:5]([OH:4])[CH2:12][C@H:11]3[C@@H:7]2[CH2:8][C:9](=[O:13])[O:10]3)[O:16]1 |f:1.2.3|. Procedure details: The acetal (55) (4.180 g) was treated with potassium carbonate (1.18 g) in methanol (100 ml) at room temperature for 2 hours with stirring. The reaction mixture was neutralized with addition of acetic acid, followed by the usual work up to give a crude product. The crude product was chromatographed on a column of silica gel to give the alcohol (56).